From a dataset of the Open Reaction Database (ORD), a public repository of structured organic reaction records. describe an organic reaction: reactants, conditions, products, and yield Reactants: C(CCCCCCCCCCCC)NC1=CC=C(C(=O)O)C=C1 (4-(n-tridecylamino)benzoic acid), [H-].[Na+] (sodium hydride), ClCC(CO)O (1-chloro-2,3-propanediol). Run in CN(P(=O)(N(C)C)N(C)C)C (hexamethylphosphoramide). Yields the product C(CCCCCCCCCCCC)NC1=CC=C(C(=O)OCC(CO)O)C=C1 (2,3-dihydroxypropyl 4-(n-tridecylamino)benzoate). As a reaction SMILES: [CH2:1]([NH:14][C:15]1[CH:23]=[CH:22][C:18]([C:19]([OH:21])=[O:20])=[CH:17][CH:16]=1)[CH2:2][CH2:3][CH2:4][CH2:5][CH2:6][CH2:7][CH2:8][CH2:9][CH2:10][CH2:11][CH2:12][CH3:13].[H-].[Na+].Cl[CH2:27][CH:28]([OH:31])[CH2:29][OH:30]>CN(C)P(N(C)C)(N(C)C)=O>[CH2:1]([NH:14][C:15]1[CH:16]=[CH:17][C:18]([C:19]([O:21][CH2:27][CH:28]([OH:31])[CH2:29][OH:30])=[O:20])=[CH:22][CH:23]=1)[CH2:2][CH2:3][CH2:4][CH2:5][CH2:6][CH2:7][CH2:8][CH2:9][CH2:10][CH2:11][CH2:12][CH3:13] |f:1.2|. Procedure details: A solution of 6.36 g. of 4-(n-tridecylamino)benzoic acid in 25 ml. of hexamethylphosphoramide is treated with sodium hydride and the 1-chloro-2,3-propanediol in the manner described in Example 2 to yield 2,3-dihydroxypropyl 4-(n-tridecylamino)benzoate as a white solid. The reactants are CN(C)C=O, CC(C)Br, Fc1ccc(-c2[nH]c(=S)[nH]c2-c2ccncc2)cc1, [H-], [H][H], [Na+], O. Yields the product CC(C)Sc1nc(-c2ccc(F)cc2)c(-c2ccncc2)[nH]1. Reaction SMILES: [CH3:28][N:29]([CH3:30])[CH:31]=[O:32].[CH:24]([CH3:25])([CH3:26])[Br:27].[F:1][c:2]1[cH:3][cH:4][c:5](-[c:8]2[nH:9][c:10](=[S:19])[nH:11][c:12]2-[c:13]2[cH:14][cH:15][n:16][cH:17][cH:18]2)[cH:6][cH:7]1.[H-:20].[H:22][H:23].[Na+:21].[OH2:33]>>[F:1][c:2]1[cH:3][cH:4][c:5](-[c:8]2[n:9][c:10]([S:19][CH:24]([CH3:25])[CH3:26])[nH:11][c:12]2-[c:13]2[cH:14][cH:15][n:16][cH:17][cH:18]2)[cH:6][cH:7]1. As a reaction SMILES: [F:1][C:2]1[CH:3]=[C:4]([C@H:10]2[C@@H:16]([OH:17])[C:15](=[O:18])[NH:14][C:13]3[CH:19]=[CH:20][C:21]([O:23][C:24]4[CH:29]=[CH:28][CH:27]=[CH:26][CH:25]=4)=[CH:22][C:12]=3[S:11]2)[CH:5]=[CH:6][C:7]=1[O:8][CH3:9].Cl.[CH3:31][N:32]([CH3:36])[CH2:33][CH2:34]Cl>>[CH3:31][N:32]([CH3:36])[CH2:33][CH2:34][N:14]1[C:13]2[CH:19]=[CH:20][C:21]([O:23][C:24]3[CH:25]=[CH:26][CH:27]=[CH:28][CH:29]=3)=[CH:22][C:12]=2[S:11][C@@H:10]([C:4]2[CH:5]=[CH:6][C:7]([O:8][CH3:9])=[C:2]([F:1])[CH:3]=2)[C@@H:16]([OH:17])[C:15]1=[O:18] |f:1.2|. Procedure: Following a procedure similar to that described in Example 11(d), 400 mg of (2S, 3S)-2-(3-fluoro-4-methoxyphenyl)-2,3-dihydro-3-hydroxy- 8-phenoxy-1,5-benzothiazepin-4(5H)-one [prepared as described in step (c) aboVe] were alkylated with 2-dimethylaminoethyl chloride hydrochloride to afford 500 mg of the title compound as a syrup. Product: CN(CCN1C([C@@H]([C@@H](SC2=C1C=CC(=C2)OC2=CC=CC=C2)C2=CC(=C(C=C2)OC)F)O)=O)C ((2S, 3S)-5-(2-Dimethylaminoethyl)-2-(3-fluoro-4- methoxyphenvl)-2,3-dihydro-3-hydroxy-8-phenoxy-1,5-benzothiazepin-4(5H)-on). The reactants are FC=1C=C(C=CC1OC)[C@@H]1SC2=C(NC([C@@H]1O)=O)C=CC(=C2)OC2=CC=CC=C2 ((2S, 3S)-2-(3-fluoro-4-methoxyphenyl)-2,3-dihydro-3-hydroxy- 8-phenoxy-1,5-benzothiazepin-4(5H)-one), Cl.CN(CCCl)C (2-dimethylaminoethyl chloride hydrochloride). Starting materials: C1(=CC=CC=C1)C(C(=O)N)(CCCNC)C1=CC=CC=C1 (2,2-diphenyl-5-methylaminopentanamide), C(=C)C1=NC=CC=C1 (2-vinylpyridin). The solvent is O1CCOCC1 (dioxan). Yields the product C1(=CC=CC=C1)C(C(=O)N)(CCCN(CCC1=NC=CC=C1)C)C1=CC=CC=C1 (2,2-diphenyl-5-[N-methyl-N-{2-(pyridin-2-yl)ethyl}amino]pentanamide). RXN SMILES: [C:1]1([C:7]([C:16]2[CH:21]=[CH:20][CH:19]=[CH:18][CH:17]=2)([CH2:11][CH2:12][CH2:13][NH:14][CH3:15])[C:8]([NH2:10])=[O:9])[CH:6]=[CH:5][CH:4]=[CH:3][CH:2]=1.[CH:22]([C:24]1[CH:29]=[CH:28][CH:27]=[CH:26][N:25]=1)=[CH2:23]>O1CCOCC1>[C:1]1([C:7]([C:16]2[CH:21]=[CH:20][CH:19]=[CH:18][CH:17]=2)([CH2:11][CH2:12][CH2:13][N:14]([CH3:15])[CH2:23][CH2:22][C:24]2[CH:29]=[CH:28][CH:27]=[CH:26][N:25]=2)[C:8]([NH2:10])=[O:9])[CH:2]=[CH:3][CH:4]=[CH:5][CH:6]=1. Reported procedure: A solution containing 2,2-diphenyl-5-methylaminopentanamide (2.0 g--see Preparation 3) and 2-vinylpyridin (1.1 ml) in dioxan (15 ml) was heated under reflux for 48 hours. The mixture was concentrated in vacuo and the residue partitioned between dichloromethane (50 ml) and water (50 ml). The dichloromethane layer was dried (MgSO4) and concentrated in vacuo to give a solid which was purified by column chromatography eluting with hexane containing dichloromethane (50% up to 100%) and then with dich...